From a dataset of the Open Reaction Database (ORD), a public repository of structured organic reaction records. describe an organic reaction: reactants, conditions, products, and yield The reactants are BrC1=CC=C(C=C1)Cl (4-bromochlorobenzene), Cl[Si](C)(C)CCl (chlorochloromethyldimethylsilane), C(CCC)[Li] (n-butyllithium). The solvent is O1CCCC1 (tetrahydrofuran), CCCCCC (hexane), CCOCC (ether), [Cl-].[Li+] (lithium chloride). The product is ClC[Si](C)(C)C1=CC=C(C=C1)Cl ((Chloromethyl)(4-chlorophenyl)dimethylsilane). Isolated yield 54.7%. Reaction SMILES: Br[C:2]1[CH:7]=[CH:6][C:5]([Cl:8])=[CH:4][CH:3]=1.Cl[Si:10]([CH2:13][Cl:14])([CH3:12])[CH3:11].C([Li])CCC>O1CCCC1.CCCCCC.CCOCC.[Cl-].[Li+]>[Cl:14][CH2:13][Si:10]([C:2]1[CH:7]=[CH:6][C:5]([Cl:8])=[CH:4][CH:3]=1)([CH3:12])[CH3:11] |f:6.7|. Procedure: A solution of 9.6 g (0.050 mol) of 4-bromochlorobenzene and 6.6 ml (7.2 g, 0.050 mol) of chlorochloromethyldimethylsilane in 75 ml of tetrahydrofuran was stirred at -78° under nitrogen while 31 ml (0.050 mol) of 1.6 molar n-butyllithium in hexane was added dropwise. The resulting clear solution was allowed to warm to room temperature, diluted with ether until no more lithium chloride precipitated, and filtered. Evaporation of the filtrate left 10.6 g of a light yellow liquid, which was distilled...